Dataset: the Open Reaction Database (ORD), a public repository of structured organic reaction records. Task: describe an organic reaction: reactants, conditions, products, and yield Starting materials: OCc1ccc(Br)cc1, [H-], CCI, [Na+], CN(C)C=O, O. Product: CCOCc1ccc(Br)cc1. RXN SMILES: [Br:1][c:2]1[cH:3][cH:4][c:5]([CH2:6][OH:7])[cH:8][cH:9]1.[H-:10].[I:12][CH2:13][CH3:14].[Na+:11].[O:16]=[CH:17][N:18]([CH3:19])[CH3:20].[OH2:15]>>[Br:1][c:2]1[cH:3][cH:4][c:5]([CH2:6][O:7][CH2:13][CH3:14])[cH:8][cH:9]1. Reactants: FC1=C(C=CC(=C1)F)[C@]1(OC1)[C@H](C)O ((1S)-1-[(2R)-2-(2,4-difluorophenyl)-2-oxiranyl]ethanol), CC(CCN1C(NN=C1)=O)C (4-(3-methylbutyl)-3(2H,4H)-1,2,4-triazolone). The product is FC1=C(C=CC(=C1)F)[C@]1([C@@H](C)N2N=CN(C2=O)CCC(C)C)CO1 (2-[(1R, 2S)-2-(2,4-Difluorophenyl)-2,3-epoxy-1-methylpropyl]-4-(3-methylbutyl)-3 (2H, 4H)-1,2,4-triazolone). As a reaction SMILES: [F:1][C:2]1[CH:7]=[C:6]([F:8])[CH:5]=[CH:4][C:3]=1[C@:9]1([C@@H:12](O)[CH3:13])[CH2:11][O:10]1.[CH3:15][CH:16]([CH3:25])[CH2:17][CH2:18][N:19]1[CH:23]=[N:22][NH:21][C:20]1=[O:24]>>[F:1][C:2]1[CH:7]=[C:6]([F:8])[CH:5]=[CH:4][C:3]=1[C@:9]1([O:10][CH2:11]1)[C@H:12]([N:21]1[C:20](=[O:24])[N:19]([CH2:18][CH2:17][CH:16]([CH3:25])[CH3:15])[CH:23]=[N:22]1)[CH3:13]. The yield is 49.4%. Procedure: In the same menner as in Reference Example 5, starting from 1.38 g of (1S)-1-[(2R)-2-(2,4-difluorophenyl)-2-oxiranyl]ethanol and 1.21 g of 4-(3-methylbutyl)-3(2H,4H)-1,2,4-triazolone, 2-[(1R, 2S)-2-(2,4-Difluorophenyl)-2,3-epoxy-1-methylpropyl]-4-(3-methylbutyl)-3 (2H, 4H)-1,2,4-triazolone (1.15 g) was obtained as a colorless oil.